Dataset: the Open Reaction Database (ORD), a public repository of structured organic reaction records. Task: describe an organic reaction: reactants, conditions, products, and yield Starting materials: ClC(C(C)=O)C(OC)OC (3-Chloro-4,4-dimethoxy-butan-2-one), C(C1=CC=CC=C1)(=N)N (benzamidine), C(C)(=O)[O-].[Na+] (sodium acetate). Solvent: O1CCOCC1 (1,4-dioxane). Reaction conditions: temperature 110 celsius. Product: C1(=CC=CC=C1)C1=NC=C(N1)C(C)=O (1-(2-Phenyl-3-H-imidazol-4-yl)-ethanone). The yield is 41.0%. As a reaction SMILES: Cl[CH:2]([CH:6](OC)OC)[C:3](=[O:5])[CH3:4].[C:11]([NH2:19])(=[NH:18])[C:12]1[CH:17]=[CH:16][CH:15]=[CH:14][CH:13]=1.C([O-])(=O)C.[Na+]>O1CCOCC1>[C:12]1([C:11]2[NH:19][C:2]([C:3](=[O:5])[CH3:4])=[CH:6][N:18]=2)[CH:17]=[CH:16][CH:15]=[CH:14][CH:13]=1 |f:2.3|. Procedure: To a solution of 1 (2.2 g, 13.3 mmol) in 20 ml 1,4-dioxane was added benzamidine (3.24 g, 20.0 mmol) and sodium acetate (2.83 g, 33.3 mmol). The reaction was refluxed in an oil bath at 110° C. over 60 hours. After the reaction was cooled to room temperature, the salt was removed through a plug of celite and the filtrate was concentrated to a red oil. This oil was then taken up in ethyl acetate (50 ml) and extracted with 1N HCl (17 ml×3). The combined aqueous layers were basified with aqueous Na2... The solvent is C(C)(=O)OCC (ethyl acetate). As a reaction SMILES: C(=O)([O-])[O-].[K+].[K+].Cl.[F:8][C:9]([F:25])([F:24])[C:10]1[CH:11]=[C:12]([N:17]2[CH:21]=[C:20]([CH3:22])[S:19][C:18]2=[NH:23])[CH:13]=[CH:14][C:15]=1[F:16]>C(OCC)(=O)C>[F:24][C:9]([F:8])([F:25])[C:10]1[CH:11]=[C:12]([N:17]2[CH:21]=[C:20]([CH3:22])[S:19][C:18]2=[NH:23])[CH:13]=[CH:14][C:15]=1[F:16] |f:0.1.2,3.4|. Procedure details: To a mixture of ethyl acetate (50 ml) and aqueous potassium carbonate (20 ml), 3-(3-trifluoromethyl-4-fluorophenyl)-5-methyl-2-iminothiazoline hydrochloride (1 g) was added; and the mixture was stirred. The organic layer was isolated and dried over anhydrous magnesium sulfate. The solvent was removed under reduced pressure to give 0.7 g of 3-(3-trifluoromethyl-4-fluorophenyl)-5-methyl-2-iminothiazoline as an oil. Product: FC(C=1C=C(C=CC1F)N1C(SC(=C1)C)=N)(F)F (3-(3-trifluoromethyl-4-fluorophenyl)-5-methyl-2-iminothiazoline). Reactants: C([O-])([O-])=O.[K+].[K+] (potassium carbonate), Cl.FC(C=1C=C(C=CC1F)N1C(SC(=C1)C)=N)(F)F (3-(3-trifluoromethyl-4-fluorophenyl)-5-methyl-2-iminothiazoline hydrochloride). Yield: 79.2%. Yields the product COC1=CC(=NC(=N1)C)C(=O)O (6-methoxy-2-methylpyrimidine-4-carboxylic acid). Procedure details: 62.6 g of methyl 6-methoxy-2-methylpyrimidine-4-carboxylate are added to a stirred solution of 14.4 g of sodium hydroxide in 100 ml of water and 350 ml of methanol and stirring is continued until hydrolysis is complete (TLC checking). 200 ml of methanol are added to the reaction mixture, and the sodium salt is filtered off with suction and then washed with methanol/diethyl ether (1:1) on the suction filter. The filter residue (59.3 g; melting point above 265° C.) dried in vacuo at 50° C. is intr... The reactants are COC1=CC(=NC(=N1)C)C(=O)OC (methyl 6-methoxy-2-methylpyrimidine-4-carboxylate), [OH-].[Na+] (sodium hydroxide). The solvent is O (water), CO (methanol), CO (methanol). Reaction SMILES: [CH3:1][O:2][C:3]1[N:8]=[C:7]([CH3:9])[N:6]=[C:5]([C:10]([O:12]C)=[O:11])[CH:4]=1.[OH-].[Na+]>O.CO>[CH3:1][O:2][C:3]1[N:8]=[C:7]([CH3:9])[N:6]=[C:5]([C:10]([OH:12])=[O:11])[CH:4]=1 |f:1.2|. Isolated yield 43.4%. Starting materials: CN(C)C=O, CC(C)(C)OC(=O)N(CCCl)CCCl, COC(=O)Cc1ccccc1F, [H-], [Na+]. The product is COC(=O)C1(c2ccccc2F)CCN(C(=O)OC(C)(C)C)CC1. RXN SMILES: [CH3:29][N:30]([CH3:31])[CH:32]=[O:33].[Cl:15][CH2:16][CH2:17][N:18]([C:19]([O:20][C:21]([CH3:22])([CH3:23])[CH3:24])=[O:25])[CH2:26][CH2:27][Cl:28].[F:3][c:4]1[c:5]([CH2:10][C:11](=[O:12])[O:13][CH3:14])[cH:6][cH:7][cH:8][cH:9]1.[H-:1].[Na+:2]>>[F:3][c:4]1[c:5]([C:10]2([C:11](=[O:12])[O:13][CH3:14])[CH2:16][CH2:17][N:18]([C:19]([O:20][C:21]([CH3:22])([CH3:23])[CH3:24])=[O:25])[CH2:26][CH2:27]2)[cH:6][cH:7][cH:8][cH:9]1. The reactants are CC(=O)Cl, CC#N, Clc1ccc2ccccc2n1, [I-], [Na+]. The product is Ic1ccc2ccccc2n1. RXN SMILES: [CH3:14][C:15](=[O:16])[Cl:17].[CH3:18][C:19]#[N:20].[Cl:1][c:2]1[n:3][c:4]2[cH:5][cH:6][cH:7][cH:8][c:9]2[cH:10][cH:11]1.[I-:13].[Na+:12]>>[c:2]1([I:13])[n:3][c:4]2[cH:5][cH:6][cH:7][cH:8][c:9]2[cH:10][cH:11]1. The reactants are CON=C1C[C@H](N(C1)C(=O)OC(C)(C)C)C1=NC(=NO1)C (tert-butyl (2S,4EZ)-4-(methoxyimino)-2-(3-methyl-1,2,4-oxadiazol-5-yl)-1-pyrrolidinecarboxylate), C(Cl)Cl (DCM). Conditions: time 45 minute. The product is desired product, Cl.CON=C1CN[C@@H](C1)C1=NC(=NO1)C ((3EZ,5S)-5-(3-methyl-1,2,4-oxadiazol-5-yl)-3-pyrrolidinone O-methyloxime, hydrochloride salt). Reaction SMILES: [CH3:1][O:2][N:3]=[C:4]1[CH2:8][N:7](C(OC(C)(C)C)=O)[C@H:6]([C:16]2[O:20][N:19]=[C:18]([CH3:21])[N:17]=2)[CH2:5]1.C(Cl)[Cl:23]>>[ClH:23].[CH3:1][O:2][N:3]=[C:4]1[CH2:5][C@@H:6]([C:16]2[O:20][N:19]=[C:18]([CH3:21])[N:17]=2)[NH:7][CH2:8]1 |f:2.3|. Procedure details: A solution was made containing tert-butyl (2S,4EZ)-4-(methoxyimino)-2-(3-methyl-1,2,4-oxadiazol-5-yl)-1-pyrrolidinecarboxylate (1.26 g, 4.25 mmol) in anhydrous DCM (120 ml). At 0° C., HCl gas, previously dried with a H2SO4 cc trap, was bubbled slowly through the reaction and deprotection was monitored by TLC using cyclohexane/ethyl acetate (1/1) and stained with a pancaldi solution. After approximately 45 minutes, TLC showed no remaining starting materiel and DCM was then evaporated under vacuo ... Reactants: Cl.BrC1=CC=NC=C1 (4-bromopyridine hydrochloride), CN(C1=CC=C(C=C1)C(O)C#C)C (4-dimethylamino-α-(ethynyl)-benzenemethanol), C(C)NCC (diethylamine). Isolated yield 49.5%. Conditions: time 8 hour. Procedure: Place 4-bromopyridine hydrochloride (0.78 g, 4 mmol), 4-dimethylamino-α-(ethynyl)-benzenemethanol (0.88 g, 5 mmol) and diethylamine (25 mL) under nitrogen atmosphere. Add bis(triphenylphosphine)palladium(II) chloride (140 mg) then copper(I) iodide (20 mg). Stir overnight at room temperature and filter. Evaporate the solvent in vacuo and filter through silica gel (2:1 ethyl acetate/hexane). Evaporate the solvent in vacuo and recrystallize (25% ethyl acetate/hexane) to yield 0.5 g of the title com... The reagents and catalysts are Cl[Pd]([P](C1=CC=CC=C1)(C2=CC=CC=C2)C3=CC=CC=C3)([P](C4=CC=CC=C4)(C5=CC=CC=C5)C6=CC=CC=C6)Cl (bis(triphenylphosphine)palladium(II) chloride), [Cu]I (copper(I) iodide). As a reaction SMILES: Cl.Br[C:3]1[CH:8]=[CH:7][N:6]=[CH:5][CH:4]=1.[CH3:9][N:10]([CH3:21])[C:11]1[CH:16]=[CH:15][C:14]([CH:17]([C:19]#[CH:20])[OH:18])=[CH:13][CH:12]=1.C(NCC)C>Cl[Pd](Cl)([P](C1C=CC=CC=1)(C1C=CC=CC=1)C1C=CC=CC=1)[P](C1C=CC=CC=1)(C1C=CC=CC=1)C1C=CC=CC=1.[Cu]I>[CH3:9][N:10]([CH3:21])[C:11]1[CH:16]=[CH:15][C:14]([CH:17]([C:19]#[C:20][C:3]2[CH:8]=[CH:7][N:6]=[CH:5][CH:4]=2)[OH:18])=[CH:13][CH:12]=1 |f:0.1,^1:29,48|. Product: CN(C1=CC=C(C=C1)C(O)C#CC1=CC=NC=C1)C (4-Dimethylamino-α-[(4-pyridinyl)ethynyl]-benzenemethanol). Starting materials: CC(C)([O-])C.[Na+] (sodium tert-butoxide), BrC=1C=C(C=C(C1)C)C (5-bromo-m-xylene), C(CC)(=O)C1=CC=CC=C1 (propiophenone). The reagents and catalysts are CC(=O)[O-].CC(=O)[O-].[Pd+2] (Pd(OAc)2). The solvent is C1(=CC=CC=C1)C (Toluene). Run at temperature 80 celsius. Product: CC=1C=C(C=C(C1)C)C(C(=O)C1=CC=CC=C1)C (α-(3,5-dimethylphenyl)propiophenone). The yield is 83.1%. As a reaction SMILES: [CH3:1]C(C)([O-])C.[Na+].BrC1[CH:9]=[C:10]([CH3:15])[CH:11]=[C:12]([CH3:14])[CH:13]=1.[C:16]([C:20]1[CH:25]=[CH:24][CH:23]=[CH:22][CH:21]=1)(=[O:19])[CH2:17][CH3:18]>CC([O-])=O.CC([O-])=O.[Pd+2].C1(C)C=CC=CC=1>[CH3:15][C:10]1[CH:9]=[C:18]([CH:17]([CH3:1])[C:16]([C:20]2[CH:25]=[CH:24][CH:23]=[CH:22][CH:21]=2)=[O:19])[CH:13]=[C:12]([CH3:14])[CH:11]=1 |f:0.1,4.5.6|. Reported procedure: A dry Schlenk tube was charged with Pd(OAc)2 (2.2 mg, 0.01 mmol) and sodium tert-butoxide (125 mg, 1.3 mmol). The tube was then evacuated and filled with argon. Toluene (1 mL), 5-bromo-m-xylene (185 mg, 0.136 mL, 1.0 mmol) and propiophenone (161 mg, 0.160 mL, 1.2 mmol) were sequentially added with a syringe, and the tube was sealed and heated in an oil bath at 80° C. for 2 h 20 min. The mixture was cooled, and partitioned between ether and water. The aqueous layer was extracted twice with ether,... Reactants: NC(C(C)(O)C)(C)C (3-amino-2,3-dimethylbutan-2-ol), ClC1=C(C#N)C=CC(=C1C#C[Si](C)(C)C)F (2-chloro-4-fluoro-3-((trimethylsilyl)ethynyl)benzonitrile), C(=O)([O-])[O-].[K+].[K+] (K2CO3), CN1CCCC1=O (NMP), PTFE. Solvent: O.CCOC(=O)C (water EtOAc). Run at temperature 60 celsius, time 1 hour. Yields the product ClC1=C2C=CN(C2=CC=C1C#N)C(C)(C(C)(C)O)C (4-chloro-1-(3-hydroxy-2,3-dimethylbutan-2-yl)-1H-indole-5-carbonitrile). Isolated yield 5.3%. RXN SMILES: [NH2:1][C:2]([CH3:8])([CH3:7])[C:3]([CH3:6])([OH:5])[CH3:4].[Cl:9][C:10]1[C:17]([C:18]#[C:19][Si](C)(C)C)=[C:16](F)[CH:15]=[CH:14][C:11]=1[C:12]#[N:13].C([O-])([O-])=O.[K+].[K+].CN1C(=O)CCC1>O.CCOC(C)=O>[Cl:9][C:10]1[C:11]([C:12]#[N:13])=[CH:14][CH:15]=[C:16]2[C:17]=1[CH:18]=[CH:19][N:1]2[C:2]([CH3:8])([C:3]([OH:5])([CH3:6])[CH3:4])[CH3:7] |f:2.3.4,6.7|. Procedure: An oven-dried vial was charged with 3-amino-2,3-dimethylbutan-2-ol (0.063 g, 0.539 mmol), 2-chloro-4-fluoro-3-((trimethylsilyl)ethynyl)benzonitrile (Example 32B) (0.113 g, 0.449 mmol), and K2CO3 (0.137 g, 0.988 mmol) and sealed with a rubber septum. Anhyd NMP (3 mL) was added via syringe and the mixture was stirred in a heating block at 60° C. under N2. After 1 h, the vial was sealed with a PTFE-faced crimp top and subjected to microwave heating; 1 h at 140° C. followed by 45 min at 160° C. (wit...